This data is from the Open Reaction Database (ORD), a public repository of structured organic reaction records. The task is: describe an organic reaction: reactants, conditions, products, and yield Conditions: temperature 47.5 celsius, time 1 hour. The yield is 81.5%. Reported procedure: A solution of CeCl3 (114.4 g, 0.45 mol) in THF (4 L) was degassed for 1 h and heated to 45-50° C. for 5 h. When the solution was cooled to −10˜−5° C., MeMgCl (193.2 g, 2.6 mol) in THF was added and the mixture was stirred for 1 h at −10˜−5° C. After amide 34 (256 g, 1.3 mol) was charged into the reaction mixture at −10˜−5° C., the mixture was stirred for 5 h at 10-20° C. After the reaction was complete monitored by LCMS, the mixture was quenched by 1M HCl, and then partitioned with water and EtO... Solvent: C1CCOC1 (THF), C1CCOC1 (THF). Product: C1(=C(C=CC=C1)CC(C)=O)C (1-(o-Tolyl)propan-2-one). The reactants are C[Mg]Cl (MeMgCl), CeCl3, CON(C(CC1=C(C=CC=C1)C)=O)C (N-Methoxy-N-methyl-2-(o-tolyl)acetamide). RXN SMILES: [CH3:1][Mg]Cl.CON(C)[C:7](=[O:16])[CH2:8][C:9]1[CH:14]=[CH:13][CH:12]=[CH:11][C:10]=1[CH3:15]>C1COCC1>[C:10]1([CH3:15])[CH:11]=[CH:12][CH:13]=[CH:14][C:9]=1[CH2:8][C:7](=[O:16])[CH3:1]. The reactants are CCOC(=O)c1sc(-n2cnc3cc(OC)c(OC)cc32)nc1-c1ccccc1, CCO, N. Product: COc1cc2ncn(-c3nc(-c4ccccc4)c(C(N)=O)s3)c2cc1OC. As a reaction SMILES: [CH2:1]([O:3][C:4](=[O:2])[c:6]1[c:7](-[c:24]2[cH:25][cH:26][cH:27][cH:28][cH:29]2)[n:8][c:9](-[n:11]2[cH:12][n:13][c:14]3[c:15]2[cH:16][c:17]([O:22][CH3:23])[c:18]([O:20][CH3:21])[cH:19]3)[s:10]1)[CH3:5].[CH3:31][CH2:32][OH:33].[NH3:30]>>[O:3]=[C:4]([c:6]1[c:7](-[c:24]2[cH:25][cH:26][cH:27][cH:28][cH:29]2)[n:8][c:9](-[n:11]2[cH:12][n:13][c:14]3[c:15]2[cH:16][c:17]([O:22][CH3:23])[c:18]([O:20][CH3:21])[cH:19]3)[s:10]1)[NH2:30]. The reactants are CSC=1N=C(NC(C1C#N)=O)CC1=CSC=C1 (4-(methylsulphanyl)-6-oxo-2-(3-thienylmethyl)-1,6-dihydropyrimidine-5-carbonitrile), N1CCCC1 (pyrrolidine). The product is O=C1C(=C(N=C(N1)CC1=CSC=C1)N1CCCC1)C#N (6-Oxo-4-(1-pyrrolidinyl)-2-(3-thienylmethyl)-1,6-dihydropyrimidine-5-carbonitrile). RXN SMILES: CS[C:3]1[N:4]=[C:5]([CH2:12][C:13]2[CH:17]=[CH:16][S:15][CH:14]=2)[NH:6][C:7](=[O:11])[C:8]=1[C:9]#[N:10].[NH:18]1[CH2:22][CH2:21][CH2:20][CH2:19]1>>[O:11]=[C:7]1[NH:6][C:5]([CH2:12][C:13]2[CH:17]=[CH:16][S:15][CH:14]=2)=[N:4][C:3]([N:18]2[CH2:22][CH2:21][CH2:20][CH2:19]2)=[C:8]1[C:9]#[N:10]. Procedure details: In analogy to the preparation of Example 1, 100 mg (0.38 mmol) of 4-(methylsulphanyl)-6-oxo-2-(3-thienylmethyl)-1,6-dihydropyrimidine-5-carbonitrile are reacted with 270 mg (3.80 mmol) of pyrrolidine to give 64 mg (59% of theory) of the title compound.